Dataset: the Open Reaction Database (ORD), a public repository of structured organic reaction records. Task: describe an organic reaction: reactants, conditions, products, and yield Starting materials: aldehyde, C[O-].[Na+] (sodium methylate), crude product, COC1=CC(=NC2=C(C=C(C=C12)CC(C#N)=CNC1=CC=CC=C1)OC)C (2-(4,8dimethoxy-2-methyl-6-quinolylmethyl)-3-anilinoacrylonitrile), N(C1=CC=CC=C1)C(C#N)C (anilinopropionitrile), Cl.NC(=N)N (guanidine hydrochloride), C[O-].[Na+] (sodium methylate). The solvent is CS(=O)C (dimethyl sulfoxide), C(C)O (ethanol). Yields the product NC1=NC=C(C(=N1)N)CC=1C=C2C(=CC(=NC2=C(C1)OC)C)OC (2,4-Diamino-5-(4,8-dimethoxy-2-methyl-6-quinolylmethyl)pyrimidine). Reaction SMILES: [CH3:1][O:2][C:3]1[C:12]2[C:7](=[C:8]([O:25][CH3:26])[CH:9]=[C:10]([CH2:13][C:14](=[CH:17]NC3C=CC=CC=3)[C:15]#[N:16])[CH:11]=2)[N:6]=[C:5]([CH3:27])[CH:4]=1.N(C(C)C#N)C1C=CC=CC=1.C[O-].[Na+].Cl.[NH2:43][C:44]([NH2:46])=[NH:45]>CS(C)=O.C(O)C>[NH2:45][C:44]1[N:46]=[C:15]([NH2:16])[C:14]([CH2:13][C:10]2[CH:11]=[C:12]3[C:7](=[C:8]([O:25][CH3:26])[CH:9]=2)[N:6]=[C:5]([CH3:27])[CH:4]=[C:3]3[O:2][CH3:1])=[CH:17][N:43]=1 |f:2.3,4.5|. Reported procedure: The aldehyde from above was converted to 2-(4,8dimethoxy-2-methyl-6-quinolylmethyl)-3-anilinoacrylonitrile with anilinopropionitrile and sodium methylate in dimethyl sulfoxide on a 1.4 mmol scale in the same manner as in Example 5-A. The crude product from this reaction was condensed with guanidine hydrochloride and sodium methylate in ethanol as in Example 5-B to give the crude product. Starting materials: ClCCCl, Cc1ncoc1C1(N)CC1, ClCCl, Cl, CNC(=O)c1c(-c2ccc(F)cc2)oc2ccc(-c3cc(C(=O)O)c(OC)cc3C)cc12, On1nnc2ccccc21. The product is CNC(=O)c1c(-c2ccc(F)cc2)oc2ccc(-c3cc(C(=O)NC4(c5ocnc5C)CC4)c(OC)cc3C)cc12. As a reaction SMILES: [CH2:53]([Cl:54])[CH2:55][Cl:56].[CH3:33][c:34]1[n:35][cH:36][o:37][c:38]1[C:39]1([NH2:42])[CH2:40][CH2:41]1.[Cl:58][CH2:59][Cl:60].[ClH:57].[F:1][c:2]1[cH:3][cH:4][c:5](-[c:8]2[o:9][c:10]3[c:11]([c:12]2[C:13]([NH:14][CH3:15])=[O:16])[cH:17][c:18](-[c:21]2[c:22]([CH3:32])[cH:23][c:24]([O:30][CH3:31])[c:25]([C:26](=[O:27])[OH:28])[cH:29]2)[cH:19][cH:20]3)[cH:6][cH:7]1.[OH:43][n:44]1[c:45]2[c:46]([cH:47][cH:48][cH:49][cH:50]2)[n:51][n:52]1>>[F:1][c:2]1[cH:3][cH:4][c:5](-[c:8]2[o:9][c:10]3[c:11]([c:12]2[C:13]([NH:14][CH3:15])=[O:16])[cH:17][c:18](-[c:21]2[c:22]([CH3:32])[cH:23][c:24]([O:30][CH3:31])[c:25]([C:26](=[O:28])[NH:42][C:39]4([c:38]5[c:34]([CH3:33])[n:35][cH:36][o:37]5)[CH2:40][CH2:41]4)[cH:29]2)[cH:19][cH:20]3)[cH:6][cH:7]1. Yields the product CS(=O)(=O)c1ccc(S)cc1. Reactants: CS(=O)(=O)c1ccc(F)cc1, [Na+], CN(C)C=O, O, [SH-]. As a reaction SMILES: [F:1][c:2]1[cH:3][cH:4][c:5]([S:8](=[O:9])(=[O:10])[CH3:11])[cH:6][cH:7]1.[Na+:14].[O:15]=[CH:16][N:17]([CH3:18])[CH3:19].[OH2:12].[SH-:13]>>[c:2]1([SH:13])[cH:3][cH:4][c:5]([S:8](=[O:9])(=[O:10])[CH3:11])[cH:6][cH:7]1. Starting materials: Cl.C(C1=CC=CC=C1)C=1C(=NC=C(C1)CCC(C)=O)C#CC1(CN2CCC1CC2)O (3-[3-benzyl-5-(3-oxobutyl)-2-pyridyl]ethynyl-3-quinuclidinol hydrochloride), C([O-])([O-])=O.[K+].[K+] (potassium carbonate), [BH4-].[Na+] (sodium borohydride), CO (methanol). Run in O (water). Reaction conditions: time 1 hour. The product is C(C1=CC=CC=C1)C=1C(=NC=C(C1)CCC(C)O)C#CC1(CN2CCC1CC2)O (3-[3-Benzyl-5-(3-hydroxybutyl)-2-pyridyl]ethynyl-3-quinuclidinol). Yield: 117.8%. RXN SMILES: Cl.[CH2:2]([C:9]1[C:10]([C:20]#[C:21][C:22]2([OH:30])[CH:27]3[CH2:28][CH2:29][N:24]([CH2:25][CH2:26]3)[CH2:23]2)=[N:11][CH:12]=[C:13]([CH2:15][CH2:16][C:17](=[O:19])[CH3:18])[CH:14]=1)[C:3]1[CH:8]=[CH:7][CH:6]=[CH:5][CH:4]=1.C(=O)([O-])[O-].[K+].[K+].[BH4-].[Na+].CO>O>[CH2:2]([C:9]1[C:10]([C:20]#[C:21][C:22]2([OH:30])[CH:27]3[CH2:26][CH2:25][N:24]([CH2:29][CH2:28]3)[CH2:23]2)=[N:11][CH:12]=[C:13]([CH2:15][CH2:16][CH:17]([OH:19])[CH3:18])[CH:14]=1)[C:3]1[CH:8]=[CH:7][CH:6]=[CH:5][CH:4]=1 |f:0.1,2.3.4,5.6|. Procedure details: A mixture of 314 mg of 3-[3-benzyl-5-(3-oxobutyl)-2-pyridyl]ethynyl-3-quinuclidinol hydrochloride, 129 mg of potassium carbonate, 35 mg of sodium borohydride and 10 ml of methanol was stirred at room temperature for one hour. A small amount of water was added thereto, and the mixture was evaporated. The residue was subjected to NH-silica gel column chromatography using chloroform and then chloroform/methanol/aqueous concentrated ammonia (46:1:0.1), to give 340 mg of the target compound. The reactants are O (water), C(C)OC=1C=C(C(=O)OC)C=C(C1Br)OC (Methyl 3-ethoxy-4-bromo-5-methoxybenzoate), CN1N=CC(=C1)B1OC(C(O1)(C)C)(C)C (1-methyl-4-(4,4,5,5-tetramethyl-1,3,2-dioxaborolan-2-yl)-1H-pyrazole), P(=O)([O-])([O-])[O-].[K+].[K+].[K+] (potassium phosphate). Solvent: COCCOC (DME). Run at temperature 90 celsius, time 8 hour. Yields the product C(C)OC=1C=C(C(=O)OC)C=C(C1C=1C=NN(C1)C)OC (Methyl 3-ethoxy-5-methoxy-4-(1-methyl-1H-pyrazol-4-yl)benzoate). RXN SMILES: [CH2:1]([O:3][C:4]1[CH:5]=[C:6]([CH:11]=[C:12]([O:15][CH3:16])[C:13]=1Br)[C:7]([O:9][CH3:10])=[O:8])[CH3:2].[CH3:17][N:18]1[CH:22]=[C:21](B2OC(C)(C)C(C)(C)O2)[CH:20]=[N:19]1.P([O-])([O-])([O-])=O.[K+].[K+].[K+].O>COCCOC>[CH2:1]([O:3][C:4]1[CH:5]=[C:6]([CH:11]=[C:12]([O:15][CH3:16])[C:13]=1[C:21]1[CH:20]=[N:19][N:18]([CH3:17])[CH:22]=1)[C:7]([O:9][CH3:10])=[O:8])[CH3:2] |f:2.3.4.5|. Procedure: Methyl 3-ethoxy-4-bromo-5-methoxybenzoate (300 mg) and 1-methyl-4-(4,4,5,5-tetramethyl-1,3,2-dioxaborolan-2-yl)-1H-pyrazole (324 mg) were dissolved in DME in a nitrogen atmosphere, and potassium phosphate (661 mg) and 1,1′-bis(diphenylphosphino)ferrocene palladium(II) chloride-CH2Cl2 complex (85 mg) were added to it at room temperature and degassed. The reaction liquid was stirred overnight at 90° C., then cooled to room temperature, water was added to it, and filtered through Celite. The filtra... Starting materials: CS(C)=O, CO, FC(F)(F)c1ccc2c(C3CCNCC3)c[nH]c2c1, c1cc(OCC2CO2)c2cc[nH]c2c1. Yields the product OC(COc1cccc2[nH]ccc12)CN1CCC(c2c[nH]c3cc(C(F)(F)F)ccc23)CC1. As a reaction SMILES: [CH3:34][S:35]([CH3:36])=[O:37].[CH3:38][OH:39].[F:1][C:2]([c:3]1[cH:4][cH:5][c:6]2[c:7]([CH:12]3[CH2:13][CH2:14][NH:15][CH2:16][CH2:17]3)[cH:8][nH:9][c:10]2[cH:11]1)([F:18])[F:19].[O:20]1[CH:21]([CH2:23][O:24][c:25]2[c:26]3[cH:27][cH:28][nH:29][c:30]3[cH:31][cH:32][cH:33]2)[CH2:22]1>>[F:1][C:2]([c:3]1[cH:4][cH:5][c:6]2[c:7]([CH:12]3[CH2:13][CH2:14][N:15]([CH2:22][CH:21]([OH:20])[CH2:23][O:24][c:25]4[c:26]5[cH:27][cH:28][nH:29][c:30]5[cH:31][cH:32][cH:33]4)[CH2:16][CH2:17]3)[cH:8][nH:9][c:10]2[cH:11]1)([F:18])[F:19]. Reactants: C(C)(=O)O (acetic acid), CN(S(=O)(=O)N1C(=NC=C1C(C=1SC=CC1)O)[Si](C)(C)C(C)(C)C)C (2-(t-butyldimethylsilyl)-5-(hydroxythiophen-2-ylmethyl)imidazole-1-sulfonic acid dimethylamide), C=O (formalin), C(#N)[BH3-].[Na+] (sodium cyanoborohydride). The solvent is C(C)#N (acetonitrile), C(C)OCC (diethyl ether). Run at time 30 minute. The product is CN(S(=O)(=O)N1C=NC=C1C(C=1SC=CC1)O)C (5-(hydroxythiophen-2-ylmethyl)imidazole-1-sulfonic acid dimethylamide). Isolated yield 60.6%. RXN SMILES: [CH3:1][N:2]([CH3:25])[S:3]([N:6]1[C:10]([CH:11]([OH:17])[C:12]2[S:13][CH:14]=[CH:15][CH:16]=2)=[CH:9][N:8]=[C:7]1[Si](C(C)(C)C)(C)C)(=[O:5])=[O:4].C=O.C([BH3-])#N.[Na+].C(O)(=O)C>C(#N)C.C(OCC)C>[CH3:1][N:2]([CH3:25])[S:3]([N:6]1[C:10]([CH:11]([OH:17])[C:12]2[S:13][CH:14]=[CH:15][CH:16]=2)=[CH:9][N:8]=[CH:7]1)(=[O:5])=[O:4] |f:2.3|. Procedure: To 2-amino-4-nitrophenol (1) (4.00 g, 25.95 mmol), triethylamine (15.20 mL, 109.0 mmol) and 4-dimethylaminopyridine (0.063 g, 0.52 mmol) slurried in anhydrous CH2Cl2 (250 mL) at 0° C. under argon added chloroacetyl chloride (2.27 mL, 28.55 mmol) via syringe. After refluxing for 72 h pure product was filtered off and washed with water. The mother liquor was washed successively with phosphoric acid (0.5M), saturated sodium bicarbonate, water and brine and then dried over MgSO4. This solution was a... The reactants are C(C)(=O)N[C@H]1[C@@H](O[C@@H]([C@H]([C@@H]1O)O)CO)O[C@H]1[C@H](OCCCCCC(=O)OC)O[C@@H]([C@@H]([C@@H]1O)O)CO[C@H]1[C@@H]([C@@H](O)[C@H](O)[C@H](O1)CO)NC(C)=O (5-(Methoxycarbonyl)pentyl 2,6-di-O-(2-acetamido-2-deoxy-β-D-glucopyranosyl)-β-D-galactopyranoside), C1=C(NC(=O)NC1=O)[C@H]2[C@@H]([C@@H]([C@H](O2)COP(=O)(O)OP(=O)(O)O[C@@H]3[C@@H]([C@H]([C@H]([C@H](O3)CO)O)O)O)O)O (UDP-galactose). Reagents/catalysts: [Cl-].[Mn+2].[Cl-] (manganese chloride). Solvent: [As]([O-])(=O)(C)C.[Na+] (sodium cacodylate). Run at time 22 hour. Yields the product [C@@H]1([C@H](O)[C@@H](O)[C@@H](O)[C@H](O1)CO)O[C@H]1[C@@H]([C@H]([C@@H](O[C@@H]1CO)O[C@H]1[C@H](OCCCCCC(=O)OC)O[C@@H]([C@@H]([C@@H]1O)O)CO[C@H]1[C@@H]([C@@H](O)[C@H](O[C@H]2[C@H](O)[C@@H](O)[C@@H](O)[C@H](O2)CO)[C@H](O1)CO)NC(C)=O)NC(C)=O)O (5-(Methoxycarbonyl)pentyl 2,6-di-O-{β-D-galactopyranosyl-(1→4)-2-acetamido-2-deoxy-β-D-glucopyranosyl}-β-D-galactopyranoside). RXN SMILES: [C:1]([NH:4][C@@H:5]1[C@@H:10]([OH:11])[C@H:9]([OH:12])[C@@H:8]([CH2:13][OH:14])[O:7][C@H:6]1[O:15][C@@H:16]1[C@@H:31]([OH:32])[C@@H:30]([OH:33])[C@@H:29]([CH2:34][O:35][C@@H:36]2[O:43][C@H:42]([CH2:44][OH:45])[C@@H:40]([OH:41])[C@H:38]([OH:39])[C@H:37]2[NH:46][C:47](=[O:49])[CH3:48])[O:28][C@H:17]1[O:18][CH2:19][CH2:20][CH2:21][CH2:22][CH2:23][C:24]([O:26][CH3:27])=[O:25])(=[O:3])[CH3:2].C1C(=O)NC(=O)NC=1[C@@H]1O[C@H](COP(OP(O[C@H:73]2[O:78][C@H:77]([CH2:79][OH:80])[C@H:76]([OH:81])[C@H:75]([OH:82])[C@H:74]2[OH:83])(O)=O)(O)=O)[C@@H](O)[C@H]1O>[As](C)(C)(=O)[O-].[Na+].[Cl-].[Mn+2].[Cl-]>[C@@H:17]1([O:12][C@@H:9]2[C@@H:8]([CH2:13][OH:14])[O:7][C@@H:6]([O:15][C@@H:16]3[C@@H:31]([OH:32])[C@@H:30]([OH:33])[C@@H:29]([CH2:34][O:35][C@@H:36]4[O:43][C@H:42]([CH2:44][OH:45])[C@@H:40]([O:41][C@@H:73]5[O:78][C@H:77]([CH2:79][OH:80])[C@H:76]([OH:81])[C@H:75]([OH:82])[C@H:74]5[OH:83])[C@H:38]([OH:39])[C@H:37]4[NH:46][C:47](=[O:49])[CH3:48])[O:28][C@H:17]3[O:18][CH2:19][CH2:20][CH2:21][CH2:22][CH2:23][C:24]([O:26][CH3:27])=[O:25])[C@H:5]([NH:4][C:1](=[O:3])[CH3:2])[C@H:10]2[OH:11])[O:28][C@H:29]([CH2:34][OH:35])[C@H:30]([OH:33])[C@H:31]([OH:32])[C@H:16]1[OH:15] |f:2.3,4.5.6|. Procedure details: A solution of compound 17 of Example 17 (72 mg), UDP-galactose, (190 mg), bovine galactosyltransferase (6 U) and bovine serum albumin (3 mg) in 30 mM sodium cacodylate buffer (7 mL, pH 7.0) containing manganese chloride (40 umol) was incubated at 37° C. for 22 h. The reaction mixture was diluted to 20 mL and purified as described in Example 21. Yield of the product was 95 mg. The structural identity of titled compound 23 was unambiguously assigned by 1H- and 13C-n.m.r (see Tables 4 and 5, respec...